From a dataset of the Open Reaction Database (ORD), a public repository of structured organic reaction records. describe an organic reaction: reactants, conditions, products, and yield Reactants: CCOC(=O)C1Oc2cc(C)c(S(=O)(=O)c3ccccc3)cc2O1, N, C1COCCO1. The product is Cc1cc2c(cc1S(=O)(=O)c1ccccc1)OC(C(N)=O)O2. Reaction SMILES: [CH2:1]([O:3][C:4](=[O:2])[CH:6]1[O:7][c:8]2[c:9]([cH:11][c:12]([CH3:24])[c:13]([S:15](=[O:16])(=[O:17])[c:18]3[cH:19][cH:20][cH:21][cH:22][cH:23]3)[cH:14]2)[O:10]1)[CH3:5].[NH3:25].[O:26]1[CH2:27][CH2:28][O:29][CH2:30][CH2:31]1>>[O:3]=[C:4]([CH:6]1[O:7][c:8]2[c:9]([cH:11][c:12]([CH3:24])[c:13]([S:15](=[O:16])(=[O:17])[c:18]3[cH:19][cH:20][cH:21][cH:22][cH:23]3)[cH:14]2)[O:10]1)[NH2:25]. Starting materials: ClCC1=CC(=C(OCC=2N=C(OC2C)C=2OC=CC2)C=C1)OC (4-[(4-chloromethyl-2-methoxyphenoxy)methyl]-2-(2-furyl)-5-methyl-1,3-oxazole), C(C)N1N=C(C(=C1)C(=O)OCC)O (ethyl 1-ethyl-3-hydroxy-1H-pyrazole-4-carboxylate), CN(C=O)C (N,N-dimethylformamide), [H-].[Na+] (sodium hydride). The solvent is O (Water). Reaction conditions: temperature 90 celsius, time 2 hour. The product is C(C)N1N=C(C(=C1)C(=O)OCC)OCC1=CC(=C(C=C1)OCC=1N=C(OC1C)C=1OC=CC1)OC (ethyl 1-ethyl-3-[(4-{[2-(2-furyl)-5-methyl-1,3-oxazol-4-yl]methoxy}-3-methoxybenzyl)oxy]-1H-pyrazole-4-carboxylate). Isolated yield 75.0%. Reaction SMILES: Cl[CH2:2][C:3]1[CH:21]=[CH:20][C:6]([O:7][CH2:8][C:9]2[N:10]=[C:11]([C:15]3[O:16][CH:17]=[CH:18][CH:19]=3)[O:12][C:13]=2[CH3:14])=[C:5]([O:22][CH3:23])[CH:4]=1.[CH2:24]([N:26]1[CH:30]=[C:29]([C:31]([O:33][CH2:34][CH3:35])=[O:32])[C:28]([OH:36])=[N:27]1)[CH3:25].CN(C)C=O.[H-].[Na+]>O>[CH2:24]([N:26]1[CH:30]=[C:29]([C:31]([O:33][CH2:34][CH3:35])=[O:32])[C:28]([O:36][CH2:2][C:3]2[CH:21]=[CH:20][C:6]([O:7][CH2:8][C:9]3[N:10]=[C:11]([C:15]4[O:16][CH:17]=[CH:18][CH:19]=4)[O:12][C:13]=3[CH3:14])=[C:5]([O:22][CH3:23])[CH:4]=2)=[N:27]1)[CH3:25] |f:3.4|. Procedure: To a mixture of 4-[(4-chloromethyl-2-methoxyphenoxy)methyl]-2-(2-furyl)-5-methyl-1,3-oxazole (3.50 g), ethyl 1-ethyl-3-hydroxy-1H-pyrazole-4-carboxylate (1.50 g) and N,N-dimethylformamide (30 mL) was added sodium hydride (60% in oil, 0.36 g) at room temperature, and the mixture was stirred at 90° C. for 2 hrs. Water was poured into the reaction mixture, and the mixture was extracted with ethyl acetate. The organic layer was washed with saturated brine, dried over anhydrous magnesium sulfate and ... Reactants: CCO, N#CCCCCN1C(=S)c2cccc3cccc1c23, NCCCn1ccnc1. The product is N#CCCCCN1C(=NCCCn2ccnc2)c2cccc3cccc1c23. As a reaction SMILES: [CH2:29]([OH:30])[CH3:31].[S:1]=[C:2]1[N:3]([CH2:14][CH2:15][CH2:16][CH2:17][C:18]#[N:19])[c:4]2[cH:5][cH:6][cH:7][c:8]3[c:9]2[c:10]1[cH:11][cH:12][cH:13]3.[n:20]1([CH2:25][CH2:26][CH2:27][NH2:28])[cH:21][n:22][cH:23][cH:24]1>>[C:2]1(=[N:28][CH2:27][CH2:26][CH2:25][n:20]2[cH:21][n:22][cH:23][cH:24]2)[N:3]([CH2:14][CH2:15][CH2:16][CH2:17][C:18]#[N:19])[c:4]2[cH:5][cH:6][cH:7][c:8]3[c:9]2[c:10]1[cH:11][cH:12][cH:13]3. Reaction conditions: time 16 hour. Product: NC1=NC(=C(C(=N1)N[C@H](CO)CCC)CC1=C(C=C(C=C1)CC(=O)OCC1CCN(CC1)C)O)C ((S)-(1-Methylpiperidin-4-yl)methyl 2-(4-((2-amino-4-(1-hydroxypentan-2-ylamino)-6-methylpyrimidin-5-yl)methyl)-3-hydroxyphenyl)acetate). Run in CCOC(=O)C (EtOAc), CCOC(=O)C (EtOAc). Reaction SMILES: [NH2:1][C:2]1[N:7]=[C:6]([NH:8][C@@H:9]([CH2:12][CH2:13][CH3:14])[CH2:10][OH:11])[C:5]([CH2:15][C:16]2[CH:21]=[CH:20][C:19]([CH2:22][C:23]([O:25][CH2:26][CH:27]3[CH2:32][CH2:31][N:30]([CH3:33])[CH2:29][CH2:28]3)=[O:24])=[CH:18][C:17]=2[O:34]CC2C=CC=CC=2)=[C:4]([CH3:42])[N:3]=1>CCOC(C)=O.[Pd]>[NH2:1][C:2]1[N:7]=[C:6]([NH:8][C@@H:9]([CH2:12][CH2:13][CH3:14])[CH2:10][OH:11])[C:5]([CH2:15][C:16]2[CH:21]=[CH:20][C:19]([CH2:22][C:23]([O:25][CH2:26][CH:27]3[CH2:32][CH2:31][N:30]([CH3:33])[CH2:29][CH2:28]3)=[O:24])=[CH:18][C:17]=2[OH:34])=[C:4]([CH3:42])[N:3]=1. Reported procedure: The product from step (ii) (100 mg) was dissolved in EtOAc (10 mL) and Pd/C (73.9 mg) in EtOAc (1 mL) was added and the reaction stirred under hydrogen (4 bar) at rt for 16 h. The catalyst was filtered off and the solvents were evaporated. The crude product was purified by RPHPLC to give the title compound as a white solid, 22 mg. The reactants are NC1=NC(=C(C(=N1)N[C@H](CO)CCC)CC1=C(C=C(C=C1)CC(=O)OCC1CCN(CC1)C)OCC1=CC=CC=C1)C ((S)-(1-Methylpiperidin-4-yl)methyl 2-(4-((2-amino-4-(1-hydroxypentan-2-ylamino)-6-methylpyrimidin-5-yl)methyl)-3-(benzyloxy)phenyl)acetate). The reagents and catalysts are [Pd] (Pd/C). Procedure details: Tetrahydrofuroyl chloride (15.0 g, 112 mmol) was added dropwise to a cold solution of benzyl alcohol (10.9 g, 101 mmol) and pyridine (20.0 g, 253 mmol) in Et2O (200 mL). The solution was stirred at 0° for 40 minutes, then filtered to remove the side product pyridine hydrochloride. The filtrate was washed with 0.1M HCl (50 mL), saturated aqueous NaHCO3 (50 mL), and brine (50 mL), and then dried over MgSO4. Filtration and evaporation of the solvent gave a yellow oil, which was distilled. Benzyl te... The solvent is CCOCC (Et2O). Starting materials: O1C(CCC1)C(=O)Cl (Tetrahydrofuroyl chloride), C(C1=CC=CC=C1)O (benzyl alcohol), N1=CC=CC=C1 (pyridine). RXN SMILES: [O:1]1[CH2:5][CH2:4][CH2:3][CH:2]1[C:6](Cl)=[O:7].[CH2:9]([OH:16])[C:10]1[CH:15]=[CH:14][CH:13]=[CH:12][CH:11]=1.N1C=CC=CC=1>CCOCC>[O:1]1[CH2:5][CH2:4][CH2:3][CH:2]1[C:6]([O:16][CH2:9][C:10]1[CH:15]=[CH:14][CH:13]=[CH:12][CH:11]=1)=[O:7]. Conditions: time 40 minute. Yields the product O1C(CCC1)C(=O)OCC1=CC=CC=C1 (Benzyl tetrahydrofuroate), oil. Reactants: Cc1cc2c(s1)Nc1ccccc1N=C2N1CCN(C)CC1, CC(C)=O, O=C(O)c1ccccc1. Product: Cc1cc2c(s1)Nc1ccccc1N=C2N1CCN(C)CC1, O=C([O-])c1ccccc1. RXN SMILES: [CH3:1][N:2]1[CH2:3][CH2:4][N:5]([C:8]2=[N:9][c:10]3[cH:11][cH:12][cH:13][cH:14][c:15]3[NH:16][c:17]3[s:18][c:19]([CH3:20])[cH:21][c:22]32)[CH2:6][CH2:7]1.[CH3:32][C:33](=[O:34])[CH3:35].[OH:23][C:24](=[O:25])[c:26]1[cH:27][cH:28][cH:29][cH:30][cH:31]1>>[CH3:1][N:2]1[CH2:3][CH2:4][N:5]([C:8]2=[N:9][c:10]3[cH:11][cH:12][cH:13][cH:14][c:15]3[NH:16][c:17]3[s:18][c:19]([CH3:20])[cH:21][c:22]32)[CH2:6][CH2:7]1.[O:23]=[C:24]([O-:25])[c:26]1[cH:27][cH:28][cH:29][cH:30][cH:31]1. Reactants: FC1=CC=C(C=C1)C1=C(N=C(N1)C1CCN(CC1)C(C)=O)C1=CC=NC=C1 (4-[5-(4-fluorophenyl)-4-pyridin-4-yl-1H-imidazol-2-yl]-1-acetylpiperidine), [Li] (lithium), [H-] (hydride), solution. Run in C1CCOC1 (THF), C1CCOC1 (THF). Run at time 2 hour. Yields the product FC1=CC=C(C=C1)C1=C(N=C(N1)C1CCN(CC1)CC)C1=CC=NC=C1 (4-[5-(4-FLUOROPHENYL)-4-PYRIDIN-4-YL-1H -IMIDAZOL-2-YL]-1-ETHYLPIPERIDINE). Yield: 64.9%. Reaction SMILES: [F:1][C:2]1[CH:7]=[CH:6][C:5]([C:8]2[NH:12][C:11]([CH:13]3[CH2:18][CH2:17][N:16]([C:19](=O)[CH3:20])[CH2:15][CH2:14]3)=[N:10][C:9]=2[C:22]2[CH:27]=[CH:26][N:25]=[CH:24][CH:23]=2)=[CH:4][CH:3]=1.[Li].[H-]>C1COCC1>[F:1][C:2]1[CH:7]=[CH:6][C:5]([C:8]2[NH:12][C:11]([CH:13]3[CH2:18][CH2:17][N:16]([CH2:19][CH3:20])[CH2:15][CH2:14]3)=[N:10][C:9]=2[C:22]2[CH:27]=[CH:26][N:25]=[CH:24][CH:23]=2)=[CH:4][CH:3]=1 |^1:27|. Procedure details: To a stirring suspension of 4-[5-(4-fluorophenyl)-4-pyridin-4-yl-1H-imidazol-2-yl]-1-acetylpiperidine (0.11 mmol,41.4 mg) in THF (1.0 mL) was added lithium alumininum hydride (0.14 mmol, 0.14 mL of a 1M solution in THF) and the reaction stirred at room temperature for 2 h. The reaction was then quenched with water (0.1 mL), diluted with ethyl acetate (25 mL), the suspension filtered, the filtrates dried over anhydrous sodium sulfate and the solvent evaporated under reduced pressure. The residue ...